From a dataset of the Open Reaction Database (ORD), a public repository of structured organic reaction records. describe an organic reaction: reactants, conditions, products, and yield Reactants: COC1=CC=2CC[C@H]3[C@@H]4C[C@H](C([C@@]4(C)CC[C@@H]3C2C=C1)=O)C (3-methoxy-16α-methyl-1,3,5(10)-estratrien-17-one), [BH4-].[Na+] (sodium borohydride), O (water), Cl (hydrochloric acid). Solvent: C(C)O (ethanol), C(C)O (ethanol). Conditions: time 16 hour. Product: COC1=CC=2CC[C@H]3[C@@H]4C[C@H]([C@@H]([C@@]4(C)CC[C@@H]3C2C=C1)O)C (3-methoxy-16α-methyl-1,3,5(10)-estratrien-17β-ol). Isolated yield 83.2%. Reaction SMILES: [CH3:1][O:2][C:3]1[CH:20]=[CH:19][C:18]2[C@@H:17]3[C@H:8]([C@H:9]4[C@@:13]([CH2:15][CH2:16]3)([CH3:14])[C:12](=[O:21])[C@H:11]([CH3:22])[CH2:10]4)[CH2:7][CH2:6][C:5]=2[CH:4]=1.[BH4-].[Na+].Cl.O>C(O)C>[CH3:1][O:2][C:3]1[CH:20]=[CH:19][C:18]2[C@@H:17]3[C@H:8]([C@H:9]4[C@@:13]([CH2:15][CH2:16]3)([CH3:14])[C@@H:12]([OH:21])[C@H:11]([CH3:22])[CH2:10]4)[CH2:7][CH2:6][C:5]=2[CH:4]=1 |f:1.2|. Reported procedure: 16.0 g of 3-methoxy-16α-methyl-1,3,5(10)-estratrien-17-one is dissolved in 200 ml of ethanol and, under ice cooling, combined dropwise with a solution of 2.1 g of sodium borohydride in 100 ml of 80% aqueous ethanol. The mixture is stirred for 16 hours at room temperature, then 1 N hydrochloric acid is gently added to the reaction solution, the latter is poured into water and extracted with ethyl acetate. Crystallization from acetonitrile yields 13.4 g of 3-methoxy-16α-methyl-1,3,5(10)-estratrien...